From a dataset of the Open Reaction Database (ORD), a public repository of structured organic reaction records. describe an organic reaction: reactants, conditions, products, and yield Starting materials: CSC1=NC=C(C(=N1)O)I (2-methylthio-4-hydroxy-5-iodopyrimidine), C1(=CC=CC=C1)CC#C (3-phenyl-1-propyne). The reagents and catalysts are [Cu]I (copper (I) iodide), [Pd](Cl)Cl.C1(=CC=CC=C1)P(C1=CC=CC=C1)C1=CC=CC=C1.C1(=CC=CC=C1)P(C1=CC=CC=C1)C1=CC=CC=C1 (bis(triphenylphosphine) Palladium (II) dichloride). The solvent is C(C)N(CC)CC (triethylamine), CN1CCCC1=O (NMP), C(C)(=O)OCC (ethyl acetate). Conditions: temperature 40 celsius, time 6 hour. Product: CSC=1N=CC2=C(N1)OC(=C2)CC2=CC=CC=C2 (2-(methylthio)-6-benzyl-furano[2,3-d]pyrimidine). Reaction SMILES: [CH3:1][S:2][C:3]1[N:8]=[C:7]([OH:9])[C:6](I)=[CH:5][N:4]=1.[C:11]1([CH2:17][C:18]#[CH:19])[CH:16]=[CH:15][CH:14]=[CH:13][CH:12]=1>C(N(CC)CC)C.CN1C(=O)CCC1.C(OCC)(=O)C.[Cu]I.[Pd](Cl)Cl.C1(P(C2C=CC=CC=2)C2C=CC=CC=2)C=CC=CC=1.C1(P(C2C=CC=CC=2)C2C=CC=CC=2)C=CC=CC=1>[CH3:1][S:2][C:3]1[N:4]=[CH:5][C:6]2[CH:19]=[C:18]([CH2:17][C:11]3[CH:16]=[CH:15][CH:14]=[CH:13][CH:12]=3)[O:9][C:7]=2[N:8]=1 |f:6.7.8|. Procedure: A mixture of 2-methylthio-4-hydroxy-5-iodopyrimidine (2.65 g), 3-phenyl-1-propyne (1.49 mL), copper (I) iodide (90 mg) and bis(triphenylphosphine) Palladium (II) dichloride (Fluka, 160 mg) in 20 mL of triethylamine and NMP (7 mL) was stirred at 40° C. for 6 hours. The reaction mixture was diluted with ethyl acetate (100 mL), washed with brine (3×50 mL), concentrated and purified by column chromatography (5% EtOAc/hexanes) to give 0.57 g of a solid product. MP: 69–72.2° C. MS: 257.2 (M+H). The reactants are ClCCl, O=[Mn]=O, CC(O)c1cn(C(=O)OC(C)(C)C)cn1. Yields the product CC(=O)c1cn(C(=O)OC(C)(C)C)cn1. RXN SMILES: [CH2:16]([Cl:17])[Cl:18].[O:19]=[Mn:20]=[O:21].[OH:1][CH:2]([CH3:3])[c:4]1[n:5][cH:6][n:7]([C:9](=[O:10])[O:11][C:12]([CH3:13])([CH3:14])[CH3:15])[cH:8]1>>[O:1]=[C:2]([CH3:3])[c:4]1[n:5][cH:6][n:7]([C:9](=[O:10])[O:11][C:12]([CH3:13])([CH3:14])[CH3:15])[cH:8]1. The reactants are [OH-].[Na+] (NaOH), CN(C1=CC(=NC=C1)C#N)C=1C=NC=CC1 (4-(methyl(pyridin-3-yl)amino)picolinonitrile), C(C)O (ethanol), Cl (HCl). The solvent is CO.C(Cl)Cl (MeOH CH2Cl2). Yields the product CN(C1=CC(=NC=C1)C(=O)O)C=1C=NC=CC1 (4-(methyl(pyridin-3-yl)amino)picolinic acid). Yield: 89.0%. Reaction SMILES: [CH3:1][N:2]([C:11]1[CH:12]=[N:13][CH:14]=[CH:15][CH:16]=1)[C:3]1[CH:8]=[CH:7][N:6]=C(C#N)[CH:4]=1.[OH-:17].[Na+].Cl.[CH2:20]([OH:22])[CH3:21]>CO.C(Cl)Cl>[CH3:1][N:2]([C:11]1[CH:12]=[N:13][CH:14]=[CH:15][CH:16]=1)[C:3]1[CH:8]=[CH:7][N:6]=[C:21]([C:20]([OH:17])=[O:22])[CH:4]=1 |f:1.2,5.6|. Procedure: Compound 11 (0.473 g, 2.25 mmol, 1.00 eq) was dissolved in ethanol (10 mL) and 1N NaOH (5 mL) was added. The mixture was refluxed for 18 h and after cooling the reaction was neutralized with 1N HCl (5 mL) and the reaction was concentrated in vacuo. The crude reaction was dissolved in 10% MeOH/CH2Cl2 and the undissolved salt was filtered off and the solvents were removed in vacuo to afford 0.461 g (89%) of the title compound as a tan solid: 1H NMR (400 MHz, CDCl3) δ8.65-8.61 (m, 2H), 8.12 (d, J=6... Starting materials: C(=O)OCCN(C=O)C=1C=NC=CC1 (3-[N-(2-formyloxyethyl)formamido]-pyridine), C([O-])(O)=O.[Na+] (sodium bicarbonate), O1CCCC1 (tetrahydrofuran). Run in O (water). Conditions: time 8 hour. The product is OCCN(C=O)C=1C=NC=CC1 (3-[N-(2-hydroxyethyl)formamido]pyridine). Yield: 76.7%. RXN SMILES: C([O:3][CH2:4][CH2:5][N:6]([C:9]1[CH:10]=[N:11][CH:12]=[CH:13][CH:14]=1)[CH:7]=[O:8])=O.C(=O)(O)[O-].[Na+].O1CCCC1>O>[OH:3][CH2:4][CH2:5][N:6]([C:9]1[CH:10]=[N:11][CH:12]=[CH:13][CH:14]=1)[CH:7]=[O:8] |f:1.2|. Procedure: A mixture of 3-[N-(2-formyloxyethyl)formamido]-pyridine (7.01 g) and sodium bicarbonate (3.04 g) in a mixed solution of tetrahydrofuran (60 ml) and water (110 ml) was stirred for 8 hours at 45° to 46° C. The reaction mixture was extracted with a mixed solvent of chloroform and ethanol (1:1) and the extract was evaporated. The residue was dissolved in a mixed solvent of chloroform and ethanol (4:1) and subjected to column chromatography on silica gel (150 g). The elution was carried out with the ... Product: C1(CCCC1)COC1=CC=C(C(=O)NCC(=O)O)C=C1 (N-[4-(Cyclopentylmethoxy)benzoyl]glycine). The yield is 35.0%. As a reaction SMILES: [CH:1]1([CH2:4][CH2:5][O:6][C:7]2[CH:19]=[CH:18][C:10]([C:11]([NH:13][CH2:14][C:15]([OH:17])=[O:16])=[O:12])=[CH:9][CH:8]=2)[CH2:3][CH2:2]1.O[C:21]1C=CC(C(OC)=O)=CC=1.C1(CO)CCCC1>>[CH:4]1([CH2:5][O:6][C:7]2[CH:8]=[CH:9][C:10]([C:11]([NH:13][CH2:14][C:15]([OH:17])=[O:16])=[O:12])=[CH:18][CH:19]=2)[CH2:1][CH2:3][CH2:2][CH2:21]1. Reported procedure: Reactions similar to those described in Example 1 (1a) and (1b) were conducted using methyl 4-hydroxybenzoate (22.8 g, 150 mmol) and cyclopentylmethanol (10.0 g, 100 mmol) to give 9.3 g of the title compound (colorless crystal, yield: 35%). Reactants: Example 1 ( 1a ), C1(CCCC1)CO (cyclopentylmethanol), C1(CC1)CCOC1=CC=C(C(=O)NCC(=O)O)C=C1 (N-[4-(2-Cyclopropylethoxy)benzoyl]glycine), OC1=CC=C(C(=O)OC)C=C1 (methyl 4-hydroxybenzoate).